This data is from the Open Reaction Database (ORD), a public repository of structured organic reaction records. The task is: describe an organic reaction: reactants, conditions, products, and yield The reactants are CC(C)(C)OC(=O)N1CC(Nc2c([N+](=O)[O-])cnc3c2ccn3S(=O)(=O)c2ccccc2)C1, C1CCOC1, [Pd]. Product: CC(C)(C)OC(=O)N1CC(Nc2c(N)cnc3c2ccn3S(=O)(=O)c2ccccc2)C1. As a reaction SMILES: [C:1]([CH3:2])([CH3:3])([CH3:4])[O:5][C:6](=[O:7])[N:8]1[CH2:9][CH:10]([NH:12][c:13]2[c:14]3[c:15]([n:16][cH:17][c:18]2[N+:19]([O-:20])=[O:21])[n:22]([S:25](=[O:26])(=[O:27])[c:28]2[cH:29][cH:30][cH:31][cH:32][cH:33]2)[cH:23][cH:24]3)[CH2:11]1.[CH2:34]1[O:35][CH2:36][CH2:37][CH2:38]1.[Pd:39]>>[C:1]([CH3:2])([CH3:3])([CH3:4])[O:5][C:6](=[O:7])[N:8]1[CH2:9][CH:10]([NH:12][c:13]2[c:14]3[c:15]([n:16][cH:17][c:18]2[NH2:19])[n:22]([S:25](=[O:26])(=[O:27])[c:28]2[cH:29][cH:30][cH:31][cH:32][cH:33]2)[cH:23][cH:24]3)[CH2:11]1.